The task is: describe an organic reaction: reactants, conditions, products, and yield. This data is from the Open Reaction Database (ORD), a public repository of structured organic reaction records. The reactants are C(N)(=O)C1=C2C=3C(=CC=C(C3NC2=CC=C1)C)OC (5-carbamoyl-4-methoxy-1-methylcarbazole), [H-].[Na+] (sodium hydride), [Cl-].[NH4+] (ammonium chloride), C(C1=CC=CC=C1)Br (Benzyl bromide). Solvent: CN(C=O)C (dimethylformamide), CN(C=O)C (dimethylformamide). Run at time 60 minute. Product: C(C1=CC=CC=C1)N1C2=CC=CC(=C2C=2C(=CC=C(C12)C)OC)C(N)=O (9-benzyl-5-carbamoyl-4-methoxy-1-methylcarbazole). RXN SMILES: [C:1]([C:4]1[CH:16]=[CH:15][CH:14]=[C:13]2[C:5]=1[C:6]1[C:7]([O:18][CH3:19])=[CH:8][CH:9]=[C:10]([CH3:17])[C:11]=1[NH:12]2)(=[O:3])[NH2:2].[H-].[Na+].[CH2:22](Br)[C:23]1[CH:28]=[CH:27][CH:26]=[CH:25][CH:24]=1.[Cl-].[NH4+]>CN(C)C=O>[CH2:22]([N:12]1[C:11]2[C:10]([CH3:17])=[CH:9][CH:8]=[C:7]([O:18][CH3:19])[C:6]=2[C:5]2[C:13]1=[CH:14][CH:15]=[CH:16][C:4]=2[C:1](=[O:3])[NH2:2])[C:23]1[CH:28]=[CH:27][CH:26]=[CH:25][CH:24]=1 |f:1.2,4.5|. Procedure: A solution of 0.148 g of 5-carbamoyl-4-methoxy-1-methylcarbazole in 1.1 ml of dimethylformamide was added to 0.026 g of sodium hydride (60% in mineral oil) in 0.4 ml of dimethylformamide and stirred for 60 minutes at room temperature. Benzyl bromide (0.076 ml) was then added and the reaction was stirred overnight. The reaction mixture was poured into 20 ml of saturated ammonium chloride solution and then extracted twice with ethyl acetate. The extracts were washed with water and then with brine,... The reactants are [H-].[Al+3].[Li+].[H-].[H-].[H-] (lithium aluminum hydride), COC1=CC(=CC=2N(C(C=3CCCNC3C21)=O)COC)C(=O)OCC (Ethyl 10-methoxy-6-(methoxymethyl)-5-oxo-1,2,3,4,5,6-hexahydrobenzo[h][1,6]naphthyridine-8-carboxylate), [Cl-].[NH4+] (ammonium chloride). Solvent: O1CCCC1 (Tetrahydrofuran), O1CCCC1 (tetrahydrofuran). Reaction conditions: temperature 0 celsius, time 1 hour. The product is OCC=1C=C(C2=C(N(C(C=3CCCNC23)=O)COC)C1)OC (8-(Hydroxymethyl)-10-methoxy-6-(methoxymethyl)-1,2,3,4-tetrahydrobenzo[h][1,6]naphthyridine-5-(6H)-one). Isolated yield 99.3%. RXN SMILES: [H-].[Al+3].[Li+].[H-].[H-].[H-].[CH3:7][O:8][C:9]1[C:22]2[C:21]3[NH:20][CH2:19][CH2:18][CH2:17][C:16]=3[C:15](=[O:23])[N:14]([CH2:24][O:25][CH3:26])[C:13]=2[CH:12]=[C:11]([C:27](OCC)=[O:28])[CH:10]=1.[Cl-].[NH4+]>O1CCCC1>[OH:28][CH2:27][C:11]1[CH:10]=[C:9]([O:8][CH3:7])[C:22]2[C:21]3[NH:20][CH2:19][CH2:18][CH2:17][C:16]=3[C:15](=[O:23])[N:14]([CH2:24][O:25][CH3:26])[C:13]=2[CH:12]=1 |f:0.1.2.3.4.5,7.8|. Reported procedure: Tetrahydrofuran (10.0 ml) was added to lithium aluminum hydride (125 mg, 3.30 mmol) and cooled to 0° C. The compound (457 mg, 1.32 mmol) prepared in step 7 was dissolved in tetrahydrofuran (10.0 ml) was added dropwise slowly at 0° C. and the resulting mixture was stirred at the same temperature for 1 hour. After completion, ammonium chloride aqueous solution was added and the mixture was extracted with ethyl acetate. The organic layer was washed with brine, dried over anhydrous magnesium sulfate... Starting materials: ClC1=CC=C(C=C1)C1=C(OC(=CC1=O)C)C (3-(4-Chlorophenyl)-2,6-dimethylpyran-4-one), CN (methylamine). Run in C(C)O (ethanol). The product is ClC1=CC=C(C=C1)C1=C(N(C(=CC1=O)C)C)C (3-(4-Chlorophenyl)-1,2,6-trimethylpyridin-4-one). RXN SMILES: [Cl:1][C:2]1[CH:7]=[CH:6][C:5]([C:8]2[C:13](=[O:14])[CH:12]=[C:11]([CH3:15])O[C:9]=2[CH3:16])=[CH:4][CH:3]=1.[CH3:17][NH2:18]>C(O)C>[Cl:1][C:2]1[CH:7]=[CH:6][C:5]([C:8]2[C:13](=[O:14])[CH:12]=[C:11]([CH3:15])[N:18]([CH3:17])[C:9]=2[CH3:16])=[CH:4][CH:3]=1. Reported procedure: 3-(4-Chlorophenyl)-2,6-dimethylpyran-4-one (2.27 g) was heated at 150° with a solution of methylamine in ethanol (35 ml; 33% w/w) in an autoclave for 12 hr. The mixture was concentrated in vacuo, triturated with ether and filtered, to afford the title compound (1.2 g), m.p. 221°-222°, NMR δH (d6 -DMSO) 7.42 (2H, d, J 5 Hz), 7.1 (2H, d, J 5 Hz), 6.1 (1H, s), 3.5 (3H, s), 2.32 (3H, s), 2.15 (3H, s). The reactants are FC1=CC=C(C=C1)CC1=CN=C2C(=C(C(NC2=C1)=O)C(=O)OCC)O (ethyl 7-[(4-fluorophenyl)methyl]-4-hydroxy-2-oxo-1,2-dihydro-1,5-naphthyridine-3-carboxylate), O1C(CCC1)CN ((±)-(tetrahydro-2-furanylmethyl)amine). Yields the product FC1=CC=C(C=C1)CC1=CN=C2C(=C(C(NC2=C1)=O)C(=O)NCC1OCCC1)O ((±)-7-[(4-Fluorophenyl)methyl]-4-hydroxy-2-oxo-N-(tetrahydro-2-furanylmethyl)-1,2-dihydro-1,5-naphthyridine-3-carboxamide). Reaction SMILES: [F:1][C:2]1[CH:7]=[CH:6][C:5]([CH2:8][C:9]2[CH:18]=[C:17]3[C:12]([C:13]([OH:25])=[C:14]([C:20](OCC)=[O:21])[C:15](=[O:19])[NH:16]3)=[N:11][CH:10]=2)=[CH:4][CH:3]=1.[O:26]1[CH2:30][CH2:29][CH2:28][CH:27]1[CH2:31][NH2:32]>>[F:1][C:2]1[CH:7]=[CH:6][C:5]([CH2:8][C:9]2[CH:18]=[C:17]3[C:12]([C:13]([OH:25])=[C:14]([C:20]([NH:32][CH2:31][CH:27]4[CH2:28][CH2:29][CH2:30][O:26]4)=[O:21])[C:15](=[O:19])[NH:16]3)=[N:11][CH:10]=2)=[CH:4][CH:3]=1. Reported procedure: This compound was prepared from ethyl 7-[(4-fluorophenyl)methyl]-4-hydroxy-2-oxo-1,2-dihydro-1,5-naphthyridine-3-carboxylate and (±)-(tetrahydro-2-furanylmethyl)amine employing methods similar to those described in Example 2 and was obtained as a white solid: 1H NMR (d6-DMSO) δ 11.9 (1H, br), 10.60 (1H, br), 8.37 (1H, br), 7.39 (1H, s), 7.30 (2H, m), 7.15 (2H, t, J=8.6 Hz), 4.06 (2H, br s), 3.96 (1H, m), 3.80 (1H, q, J˜7 Hz), 3.64 (1H, q, J˜7 Hz), 3.50-3.20 (2H, m), 2.00-1.52 (4H, m); ES+ MS: 39... Reactants: ClC=1C=CC(=C(C1)[C@@]1(C(N(C2=CC(=CC=C12)C(F)(F)F)C(=O)OCC(=O)OCC(=O)OCC1=CC=CC=C1)=O)F)OC ((S)-2-(3-(5-chloro-2-methoxyphenyl)-3-fluoro-2-oxo-6-(trifluoromethyl)indoline-1-carbonyloxy)acetic acid, benzyloxycarbonylmethyl ester). Reagents/catalysts: [Pd] (Pd—C). Run in CO (methanol). Product: ClC=1C=CC(=C(C1)[C@@]1(C(N(C2=CC(=CC=C12)C(F)(F)F)C(=O)OCC(=O)O)=O)F)OC ((S)-2-(3-(5-chloro-2-methoxyphenyl)-3-fluoro-2-oxo-6-(trifluoromethyl)indoline-1-carbonyloxy)acetic acid). Isolated yield 54.0%. As a reaction SMILES: [Cl:1][C:2]1[CH:3]=[CH:4][C:5]([O:41][CH3:42])=[C:6]([C@@:8]2([F:40])[C:16]3[C:11](=[CH:12][C:13]([C:17]([F:20])([F:19])[F:18])=[CH:14][CH:15]=3)[N:10]([C:21]([O:23][CH2:24][C:25]([O:27]CC(OCC3C=CC=CC=3)=O)=[O:26])=[O:22])[C:9]2=[O:39])[CH:7]=1>CO.[Pd]>[Cl:1][C:2]1[CH:3]=[CH:4][C:5]([O:41][CH3:42])=[C:6]([C@@:8]2([F:40])[C:16]3[C:11](=[CH:12][C:13]([C:17]([F:19])([F:18])[F:20])=[CH:14][CH:15]=3)[N:10]([C:21]([O:23][CH2:24][C:25]([OH:27])=[O:26])=[O:22])[C:9]2=[O:39])[CH:7]=1. Procedure: A solution of (S)-2-(3-(5-chloro-2-methoxyphenyl)-3-fluoro-2-oxo-6-(trifluoromethyl)indoline-1-carbonyloxy)acetic acid, benzyloxycarbonylmethyl ester (XII2) (95 mg, 0.17 mmol) in methanol (50 mL) was hydrogenated with Pd—C(10%) as catalyst at room temperature. Prep. HPLC purification afforded the title compound (42.4 mg) with 98% HPLC purity (yield 53.3%). 1H NMR (CDCl3, 500 MHz) δ 8.34 (s, 1H), 7.79 (d, 1H), 7.47 (d, 1H), 7.36 (dd, 1H), 7.31 (dd, 1H), 6.76 (dd, 1H), 5.08 (d, 1H), 4.96 (d, 1H), ...